From a dataset of the Open Reaction Database (ORD), a public repository of structured organic reaction records. describe an organic reaction: reactants, conditions, products, and yield The reactants are C(C1=CC=CC=C1)N1C(=NC2=C(C1=O)N=C(S2)Br)C(CC)Br (6-benzyl-2-bromo-5-(1-bromopropyl)[1,3]thiazolo[5,4-d]pyrimidin-7(6H)-one), CN(CCN)C (N,N-dimethylethylenediamine). Solvent: C(C)O (ethanol). Product: C(C1=CC=CC=C1)N1C(=NC2=C(C1=O)N=C(S2)Br)C(CC)NCCN(C)C (6-benzyl-2-bromo-5-(1-{[2-(dimethylamino)ethyl]amino}propyl)[1,3]thiazolo[5,4-d]pyrimidin-7(6H)-one). As a reaction SMILES: [CH2:1]([N:8]1[C:13](=[O:14])[C:12]2[N:15]=[C:16]([Br:18])[S:17][C:11]=2[N:10]=[C:9]1[CH:19](Br)[CH2:20][CH3:21])[C:2]1[CH:7]=[CH:6][CH:5]=[CH:4][CH:3]=1.[CH3:23][N:24]([CH3:28])[CH2:25][CH2:26][NH2:27]>C(O)C>[CH2:1]([N:8]1[C:13](=[O:14])[C:12]2[N:15]=[C:16]([Br:18])[S:17][C:11]=2[N:10]=[C:9]1[CH:19]([NH:27][CH2:26][CH2:25][N:24]([CH3:28])[CH3:23])[CH2:20][CH3:21])[C:2]1[CH:7]=[CH:6][CH:5]=[CH:4][CH:3]=1. Procedure: A solution of 6-benzyl-2-bromo-5-(1-bromopropyl)[1,3]thiazolo[5,4-d]pyrimidin-7(6H)-one (1-2, 1 equiv) and N,N-dimethylethylenediamine (3 equiv) in ethanol is heated at reflux for 18 h. The reaction mixture is concentrated, and the residue is partitioned between EtOAc and brine. The organic layer is dried (MgSO4) and concentrated to provide 6-benzyl-2-bromo-5-(1-{[2-(dimethylamino)ethyl]-amino}propyl)[1,3]thiazolo[5,4-d]pyrimidin-7(6H)-one (1-3). The reactants are NCCS (cysteamine), CC=1C(=NC=C(C1)C)CS(=O)C=1NC2=C(N1)C=CC(=C2)C(F)(F)F (2-[[(3,5-dimethyl-2-pyridyl)methyl]sulphinyl]-5 -(trifluoromethyl)benzimidazole), Cl (hydrochloric acid). Run in O1CCCC1 (tetrahydrofuran). Conditions: time 8 hour. Yields the product [Cl-].NCCSSCC1=[N+](C=C(C=C1C)C)C=1NC2=C(N1)C=CC(=C2)C(F)(F)F (2-[[(2-aminoethyl)dithio]methyl]-3,5-dimethyl-1 -[5-(trifluoromethyl)-2-benzimidazolyl]pyridinium chloride). Reaction SMILES: CC1C(CS([C:12]2[NH:13][C:14]3[CH:20]=[C:19]([C:21]([F:24])([F:23])[F:22])[CH:18]=[CH:17][C:15]=3[N:16]=2)=O)=NC=C(C)C=1.[NH2:25][CH2:26][CH2:27][SH:28].[ClH:29]>O1CCCC1>[Cl-:29].[NH2:25][CH2:26][CH2:27][S:28][S:28][CH2:27][C:26]1[C:17]([CH3:15])=[CH:18][C:19]([CH3:21])=[CH:20][N+:25]=1[C:12]1[NH:13][C:14]2[CH:20]=[C:19]([C:21]([F:22])([F:23])[F:24])[CH:18]=[CH:17][C:15]=2[N:16]=1 |f:4.5|. Reported procedure: 3.53 g of 2-[[(3,5-dimethyl-2-pyridyl)methyl]sulphinyl]-5 -(trifluoromethyl)benzimidazole are dissolved in 50 ml of tetrahydrofuran and treated with 0.77 g of cysteamine. 40 ml of 3N hydrochloric acid are added thereto at an internal temperature of 40°. The mixture is stirred at 40° overnight and subseguently evaporated in vacuo. The residue is crystallized from tert.butyl methyl ether/ether. There is obtained 2-[[(2-aminoethyl)dithio]methyl]-3,5-dimethyl-1 -[5-(trifluoromethyl)-2-benzimidazolyl... As a reaction SMILES: [CH2:16]1[CH2:17][CH2:18][NH:19][CH2:20]1.[F:1][c:2]1[cH:3][cH:4][c:5]([S:12](=[O:13])(=[O:14])[NH2:15])[c:6]2[cH:7][cH:8][cH:9][cH:10][c:11]12>>[c:2]1([N:19]2[CH2:18][CH2:17][CH2:16][CH2:20]2)[cH:3][cH:4][c:5]([S:12](=[O:13])(=[O:14])[NH2:15])[c:6]2[cH:7][cH:8][cH:9][cH:10][c:11]12. The reactants are C1CCNC1, NS(=O)(=O)c1ccc(F)c2ccccc12. Yields the product NS(=O)(=O)c1ccc(N2CCCC2)c2ccccc12. The reactants are ClC(=O)N1CCCC2CCCCC12 (1-chlorocarbonyloctahydroquinoline), Cl.COC(CCN)=O (3-aminopropionic acid methyl ester hydrochloride), CCOC(=O)C (AcOEt). Solvent: CCN(CC)CC (Et3N), C1CCOC1 (THF). The product is COC(CCNC(=O)N1CCCC2CCCCC12)=O (3-[(octahydroquinoline-1-carbonyl)amino]propionic acid methyl ester). The yield is 67.1%. Reaction SMILES: Cl.[CH3:2][O:3][C:4](=[O:8])[CH2:5][CH2:6][NH2:7].Cl[C:10]([N:12]1[CH:21]2[CH:16]([CH2:17][CH2:18][CH2:19][CH2:20]2)[CH2:15][CH2:14][CH2:13]1)=[O:11].CCOC(C)=O>C1COCC1.CCN(CC)CC>[CH3:2][O:3][C:4](=[O:8])[CH2:5][CH2:6][NH:7][C:10]([N:12]1[CH:21]2[CH:16]([CH2:17][CH2:18][CH2:19][CH2:20]2)[CH2:15][CH2:14][CH2:13]1)=[O:11] |f:0.1|. Procedure details: 0.5 g (3.5 mmol) of the 3-aminopropionic acid methyl ester hydrochloride are dissolved in 5 mL of anhydrous THF and 0.9 mL of Et3N. Once dissolved, 650 mg of 1-chlorocarbonyloctahydroquinoline are slowly added and it is refluxed for 18 h. AcOEt is then added and the resulting solution is sequentially washed with water, 1N HCl and brine. The organic phase is dried over anhydrous Na2SO4, it is filtered and the solvent is evaporated under reduced pressure yielding 580 mg of intermediate IIIb.1. Starting materials: OCC=1C=C(C=CC1)CCCO (3-(3-(Hydroxymethyl)phenyl)propan-1-ol), [Si](C)(C)(C(C)(C)C)OCCCCC=1C=C(C=CC1)CO ((3-(4-(tert-Butyldimethylsilyloxy)butyl)phenyl)methanol), [Si](C)(C)(C(C)(C)C)OCCCCC=1C=C(C=CC1)CO ((3-(4-(tert-Butyldimethylsilyloxy)butyl)phenyl)methanol). Yields the product [Si](C)(C)(C(C)(C)C)OCCCCC=1C=C(C=O)C=CC1 (3-(4-(tert-Butyldimethylsilyloxy)butyl)benzaldehyde). Reaction SMILES: OCC1C=C(CCCO)C=CC=1.[Si:13]([O:20][CH2:21][CH2:22][CH2:23][CH2:24][C:25]1[CH:26]=[C:27]([CH2:31][OH:32])[CH:28]=[CH:29][CH:30]=1)([C:16]([CH3:19])([CH3:18])[CH3:17])([CH3:15])[CH3:14]>>[Si:13]([O:20][CH2:21][CH2:22][CH2:23][CH2:24][C:25]1[CH:26]=[C:27]([CH:28]=[CH:29][CH:30]=1)[CH:31]=[O:32])([C:16]([CH3:19])([CH3:18])[CH3:17])([CH3:15])[CH3:14]. Procedure: Prepared by the method of Aromatic Intermediate 18, step c using (3-(4-(tert-butyldimethylsilyloxy)butyl)phenyl)methanol [Aromatic Intermediate 19, step b] (0.72 g) in place of 3-(3-(hydroxymethyl)phenyl)propan-1-ol. Yield 0.64 g. Reactants: [Br-], CCN(CC1CCCC1)c1nc2c(Br)cn(C)c2cc1C#N, C1CCOC1, C[Mg+], O. The product is CCN(CC1CCCC1)c1nc2c(C)cn(C)c2cc1C#N. Reaction SMILES: [Br-:23].[Br:1][c:2]1[cH:3][n:4]([CH3:22])[c:5]2[c:6]1[n:7][c:8]([N:13]([CH2:14][CH3:15])[CH2:16][CH:17]1[CH2:18][CH2:19][CH2:20][CH2:21]1)[c:9]([C:11]#[N:12])[cH:10]2.[CH2:27]1[O:28][CH2:29][CH2:30][CH2:31]1.[CH3:24][Mg+:25].[OH2:26]>>[c:2]1([CH3:24])[cH:3][n:4]([CH3:22])[c:5]2[c:6]1[n:7][c:8]([N:13]([CH2:14][CH3:15])[CH2:16][CH:17]1[CH2:18][CH2:19][CH2:20][CH2:21]1)[c:9]([C:11]#[N:12])[cH:10]2. Reactants: P(=O)(Cl)(Cl)Cl (phosphorus oxychloride), CNC1=CC=CC=C1 (N-methylaniline), N1=CC=CC=C1 (pyridine), C(C)OC(=O)C1=C(N=NN1CC1=CC=C(C=C1)OC)C(=O)O (5-ethoxycarbonyl-l-(4-methoxybenzyl)-1,2, 3-triazole-4-carboxylic acid). Run in C(Cl)Cl (methylene chloride), C(Cl)Cl (methylene chloride). Reaction conditions: temperature -30 celsius, time 1 hour. Yields the product COC1=CC=C(CN2N=NC(=C2C(=O)OCC)C(N(C2=CC=CC=C2)C)=O)C=C1 (ethyl 1-(4-methoxybenzyl)-4-(N-methyl-N-phenylcarbamoyl)-1,2,3-triazole-5-carboxylate). Isolated yield 90.4%. As a reaction SMILES: [CH3:1][NH:2][C:3]1[CH:8]=[CH:7][CH:6]=[CH:5][CH:4]=1.N1C=CC=CC=1.[CH2:15]([O:17][C:18]([C:20]1[N:24]([CH2:25][C:26]2[CH:31]=[CH:30][C:29]([O:32][CH3:33])=[CH:28][CH:27]=2)[N:23]=[N:22][C:21]=1[C:34]([OH:36])=O)=[O:19])[CH3:16].P(Cl)(Cl)(Cl)=O>C(Cl)Cl>[CH3:33][O:32][C:29]1[CH:28]=[CH:27][C:26]([CH2:25][N:24]2[C:20]([C:18]([O:17][CH2:15][CH3:16])=[O:19])=[C:21]([C:34](=[O:36])[N:2]([CH3:1])[C:3]3[CH:8]=[CH:7][CH:6]=[CH:5][CH:4]=3)[N:22]=[N:23]2)=[CH:31][CH:30]=1. Reported procedure: Under the argon atmosphere, N-methylaniline (0.1 ml, 0.923 mmole) and pyridine (0.32 ml, 3.96 mmole) were added to a solution of 5-ethoxycarbonyl-l-(4-methoxybenzyl)-1,2, 3-triazole-4-carboxylic acid (311 mg, 1.02 mmole) in methylene chloride (3 ml). To the reaction mixture, which had been cooled to -30° C., was added a solution of phosphorus oxychloride (192 mg, 1.25 mmole) in methylene chloride (0.5 ml). After the mixture was stirred at -30° C. for 1 hour, the reaction was quenched by adding w... Starting materials: [Na] (sodium), ClC=1C=C(C=CC1)N=CC1=CC=C(C=C1)O (4-[N-(3-chlorophenyl)formimidoyl]phenol), BrC(C(=O)OCC)(C)C (ethyl 2-bromo-2-methylpropionate). Solvent: C(C)O (ethanol). Product: ClC=1C=C(C=CC1)N=CC1=CC=C(OC(C(=O)OCC)(C)C)C=C1 (ethyl 2-[4-{N-(3-chlorophenyl)formimidoyl}phenoxy]-2-methylpropionate). Isolated yield 59.7%. RXN SMILES: [Na].[Cl:2][C:3]1[CH:4]=[C:5]([N:9]=[CH:10][C:11]2[CH:16]=[CH:15][C:14]([OH:17])=[CH:13][CH:12]=2)[CH:6]=[CH:7][CH:8]=1.Br[C:19]([CH3:26])([CH3:25])[C:20]([O:22][CH2:23][CH3:24])=[O:21]>C(O)C>[Cl:2][C:3]1[CH:4]=[C:5]([N:9]=[CH:10][C:11]2[CH:16]=[CH:15][C:14]([O:17][C:19]([CH3:26])([CH3:25])[C:20]([O:22][CH2:23][CH3:24])=[O:21])=[CH:13][CH:12]=2)[CH:6]=[CH:7][CH:8]=1 |^1:0|. Procedure: (a) To 60 ml of absolute ethanol is added 0.58 g of sodium, and 4.6 g of 4-[N-(3-chlorophenyl)formimidoyl]phenol and then 5.84 g of ethyl 2-bromo-2-methylpropionate are added to the solution at room temperature with stirring. The mixture is refluxed under heating and with stirring for 5 hours. After distilling off the ethanol from the reaction mixture, the residue is dissolved in ether. The solution is washed with 5% aqueous solution of sodium hydroxide until disappearance of the color of the aq... Reactants: Fc1cc(Br)c(F)cc1Br, C1CCOC1, [Li]CCCC, CCCCCC, [Cl-], CON(C)C(=O)c1ccc(Cl)nc1, [NH4+]. The product is O=C(c1ccc(Cl)nc1)c1cc(F)c(Br)cc1F. Reaction SMILES: [Br:1][c:2]1[c:3]([F:10])[cH:4][c:5]([Br:9])[c:6]([F:8])[cH:7]1.[CH2:26]1[O:27][CH2:28][CH2:29][CH2:30]1.[CH3:31][CH2:32][CH2:33][CH2:34][Li:35].[CH3:36][CH2:37][CH2:38][CH2:39][CH2:40][CH3:41].[Cl-:24].[Cl:11][c:12]1[cH:13][cH:14][c:15]([C:18](=[O:19])[N:20]([CH3:21])[O:22][CH3:23])[cH:16][n:17]1.[NH4+:25]>>[c:2]1([C:18]([c:15]2[cH:14][cH:13][c:12]([Cl:11])[n:17][cH:16]2)=[O:19])[c:3]([F:10])[cH:4][c:5]([Br:9])[c:6]([F:8])[cH:7]1. Reactants: [H-].[Al+3].[Li+].[H-].[H-].[H-] (Lithium aluminum hydride), [OH-].[Na+] (sodium hydroxide), C(CC)C=1N(C=CN1)C(C(=O)OCC)C (Ethyl 2-(2-propylimidazol-1-yl)propanate), O (water), O (water). Solvent: O1CCCC1 (tetrahydrofuran), O1CCCC1 (tetrahydrofuran). Reaction conditions: temperature 0 celsius. RXN SMILES: [H-].[Al+3].[Li+].[H-].[H-].[H-].[CH2:7]([C:10]1[N:11]([CH:15]([CH3:21])[C:16](OCC)=[O:17])[CH:12]=[CH:13][N:14]=1)[CH2:8][CH3:9].O.[OH-].[Na+]>O1CCCC1>[CH2:7]([C:10]1[N:11]([CH:15]([CH3:21])[CH2:16][OH:17])[CH:12]=[CH:13][N:14]=1)[CH2:8][CH3:9] |f:0.1.2.3.4.5,8.9|. The product is C(CC)C=1N(C=CN1)C(CO)C (2-(2-Propylimidazol-1-yl)propan-1-ol). Procedure: Lithium aluminum hydride (2.5 g) was suspended in tetrahydrofuran (40 ml). Ethyl 2-(2-propylimidazol-1-yl)propanate [9.2 g] in tetrahydrofuran (40 ml) was added with stirring at 0° C. The reaction was refluxed for 3 hours, cooled to 0° C., water (3 ml) was added dropwise followed by 15% sodium hydroxide (3 ml) and a further portion of water (9 ml). The suspension was filtered through solka-flok and the solvent removed under reduced pressure. Dichloromethane (50 ml) was added, the organic phase w... The yield is 73.4%.